Dataset: the Open Reaction Database (ORD), a public repository of structured organic reaction records. Task: describe an organic reaction: reactants, conditions, products, and yield Reactants: C(C)OC(=O)C=1N(C2=CC=CC=C2C1)CC(NC1=CC=C(C=C1)Cl)=O (1-[(4-chloro-phenylcarbamoyl)-methyl]-1H-indole-2-carboxylic acid ethyl ester), [OH-].[K+] (potassium hydroxide), Cl (hydrochloric acid). Solvent: O1CCCC1 (tetrahydrofuran). Reaction conditions: time 2 hour. The product is ClC1=CC=C(C=C1)NC(=O)CN1C(=CC2=CC=CC=C12)C(=O)O (1-[(4-Chloro-phenylcarbamoyl)-methyl]-1H-indole-2-carboxylic acid). Reaction SMILES: C([O:3][C:4]([C:6]1[N:7]([CH2:15][C:16](=[O:25])[NH:17][C:18]2[CH:23]=[CH:22][C:21]([Cl:24])=[CH:20][CH:19]=2)[C:8]2[C:13]([CH:14]=1)=[CH:12][CH:11]=[CH:10][CH:9]=2)=[O:5])C.[OH-].[K+].Cl>O1CCCC1>[Cl:24][C:21]1[CH:20]=[CH:19][C:18]([NH:17][C:16]([CH2:15][N:7]2[C:8]3[C:13](=[CH:12][CH:11]=[CH:10][CH:9]=3)[CH:14]=[C:6]2[C:4]([OH:5])=[O:3])=[O:25])=[CH:23][CH:22]=1 |f:1.2|. Reported procedure: To a solution of 1.45 g 1-[(4-chloro-phenylcarbamoyl)-methyl]-1H-indole-2-carboxylic acid ethyl ester in 100 ml tetrahydrofuran 30 ml water and 0.59 g potassium hydroxide were added. After stirring for 2 hours at room temperature the reaction mixture was acidified with 6 N hydrochloric acid. The precipitate was collected by filtration and was washed with 20 ml water. The product was obtained as a white solid which was dried under reduced pressure. The reactants are FC=1C2=CC(=CC=C2C=2C=CC(=CC2C1F)Br)CCCC (9,1 0-difluoro-2-bromo-7-butylphenanthrene), C(CCCCCCCCC)OC1=CC=C(C=C1)B(O)O (4-decyloxyphenyl-boronic acid). The reagents and catalysts are [Pd] (palladium). Yields the product C(CCCCCCCCC)OC1=CC=C(C=C1)C1=CC=2C(=C(C3=CC(=CC=C3C2C=C1)CCCC)F)F (2-(4-Decyloxyphenyl)-9,10-difluoro-7-butyl-phenanthrene). As a reaction SMILES: [F:1][C:2]1[C:3]2[C:8]([C:9]3[CH:10]=[CH:11][C:12](Br)=[CH:13][C:14]=3[C:15]=1[F:16])=[CH:7][CH:6]=[C:5]([CH2:18][CH2:19][CH2:20][CH3:21])[CH:4]=2.[CH2:22]([O:32][C:33]1[CH:38]=[CH:37][C:36](B(O)O)=[CH:35][CH:34]=1)[CH2:23][CH2:24][CH2:25][CH2:26][CH2:27][CH2:28][CH2:29][CH2:30][CH3:31]>[Pd]>[CH2:22]([O:32][C:33]1[CH:34]=[CH:35][C:36]([C:12]2[CH:11]=[CH:10][C:9]3[C:8]4[C:3](=[CH:4][C:5]([CH2:18][CH2:19][CH2:20][CH3:21])=[CH:6][CH:7]=4)[C:2]([F:1])=[C:15]([F:16])[C:14]=3[CH:13]=2)=[CH:37][CH:38]=1)[CH2:23][CH2:24][CH2:25][CH2:26][CH2:27][CH2:28][CH2:29][CH2:30][CH3:31]. Procedure: From 9,1 0-difluoro-2-bromo-7-butylphenanthrene and 4-decyloxyphenyl-boronic acid by means of palladium-catalyzed Suzuki coupling (in analogy to Acc. Chem. Res. 1982, 15, 178). The crude product is purified by column chromatography. The reactants are intermediate B1, N1CCOCC1 (morpholine), C1(CCCCCC1)NC1=CC=CC=2N1N=C(N2)N (N5-cycloheptyl[1,2,4]triazolo[1,5-a]pyridine-2,5-diamine), ClCC1=CC=C(C(=O)Cl)C=C1 (4-(chloromethyl)benzoyl chloride). Conditions: temperature 60 celsius, time 2 hour. Product: C1(CCCCCC1)NC1=CC=CC=2N1N=C(N2)NC(C2=CC=C(C=C2)CN2CCOCC2)=O (N-[5-(cycloheptylamino)[1,2,4]triazolo[1,5-a]pyridin-2-yl]-4-(morpholin-4-ylmethyl)benzamide). Isolated yield 40.1%. RXN SMILES: [CH:1]1([NH:8][C:9]2[N:14]3[N:15]=[C:16]([NH2:18])[N:17]=[C:13]3[CH:12]=[CH:11][CH:10]=2)[CH2:7][CH2:6][CH2:5][CH2:4][CH2:3][CH2:2]1.Cl[CH2:20][C:21]1[CH:29]=[CH:28][C:24]([C:25](Cl)=[O:26])=[CH:23][CH:22]=1.[NH:30]1[CH2:35][CH2:34][O:33][CH2:32][CH2:31]1>>[CH:1]1([NH:8][C:9]2[N:14]3[N:15]=[C:16]([NH:18][C:25](=[O:26])[C:24]4[CH:28]=[CH:29][C:21]([CH2:20][N:30]5[CH2:35][CH2:34][O:33][CH2:32][CH2:31]5)=[CH:22][CH:23]=4)[N:17]=[C:13]3[CH:12]=[CH:11][CH:10]=2)[CH2:2][CH2:3][CH2:4][CH2:5][CH2:6][CH2:7]1. Procedure: The title compound was prepared following procedure described for intermediate B1, but starting from N5-cycloheptyl[1,2,4]triazolo[1,5-a]pyridine-2,5-diamine ((A10), 123 mg; 0.50 mmol; 1.0 eq.) and 4-(chloromethyl)benzoyl chloride (142 mg; 0.75 mmol; 1.5 eq.). Solvents were removed under reduced pressure to yield a gummy solid that was resuspended in morpholine (1.74 g; 20.0 mmol; 10.0 eq.) and the mixture was stirred at 60° C. for 2 h. After this time, reaction mixture was cooled down to rt, so... Reactants: C1CCOC1, CO, [Li+], [OH-], COC(=O)CC(c1ccc(OCc2sc(-c3ccc(C(F)(F)F)cc3)cc2C)cc1)c1ccon1. Yields the product Cc1cc(-c2ccc(C(F)(F)F)cc2)sc1COc1ccc(C(CC(=O)O)c2ccon2)cc1. RXN SMILES: [CH2:38]1[O:39][CH2:40][CH2:41][CH2:42]1.[CH3:43][OH:44].[Li+:37].[OH-:36].[o:1]1[n:2][c:3]([CH:6]([CH2:7][C:8](=[O:9])[O:10][CH3:11])[c:12]2[cH:13][cH:14][c:15]([O:18][CH2:19][c:20]3[s:21][c:22](-[c:26]4[cH:27][cH:28][c:29]([C:32]([F:33])([F:34])[F:35])[cH:30][cH:31]4)[cH:23][c:24]3[CH3:25])[cH:16][cH:17]2)[cH:4][cH:5]1>>[o:1]1[n:2][c:3]([CH:6]([CH2:7][C:8](=[O:9])[OH:10])[c:12]2[cH:13][cH:14][c:15]([O:18][CH2:19][c:20]3[s:21][c:22](-[c:26]4[cH:27][cH:28][c:29]([C:32]([F:33])([F:34])[F:35])[cH:30][cH:31]4)[cH:23][c:24]3[CH3:25])[cH:16][cH:17]2)[cH:4][cH:5]1. The reactants are [BH4-].[Na+] (sodium borohydride), F[C@@H]1[C@@H]2C=3C=CC(=CC3C[C@H]([C@H]2[C@@H]2CCC([C@@]2(C)C1)=O)CCCCCN(C)CC=C(C(C(F)(F)F)(F)F)F)O (11β-fluoro-7α-{5-[(3,4,4,5,5,5-hexafluoro-pent-2-enyl)methylamino]pentyl}-3-hydroxyestra-1,3,5(10)-trien-17-one), [Cl-].[Na+] (sodium chloride). Solvent: CO (methanol). Reaction conditions: time 15 minute. Product: F[C@@H]1[C@@H]2C=3C=CC(=CC3C[C@H]([C@H]2[C@@H]2CC[C@@H]([C@@]2(C)C1)O)CCCCCN(C)CC=C(C(C(F)(F)F)(F)F)F)O (11β-fluoro-7α-{5-[(3,4,4,5,5,5-hexafluoropent-2-enyl)methyl-amino]pentyl}oestra-1,3,5(10)-triene-3,17β-diol). Isolated yield 12.9%. Reaction SMILES: [F:1][C@H:2]1[CH2:19][C@@:17]2([CH3:18])[C@@H:13]([CH2:14][CH2:15][C:16]2=[O:20])[C@H:12]2[C@H:3]1[C:4]1[CH:5]=[CH:6][C:7]([OH:39])=[CH:8][C:9]=1[CH2:10][C@H:11]2[CH2:21][CH2:22][CH2:23][CH2:24][CH2:25][N:26]([CH2:28][CH:29]=[C:30]([F:38])[C:31]([F:37])([F:36])[C:32]([F:35])([F:34])[F:33])[CH3:27].[BH4-].[Na+].[Cl-].[Na+]>CO>[F:1][C@H:2]1[CH2:19][C@@:17]2([CH3:18])[C@@H:13]([CH2:14][CH2:15][C@@H:16]2[OH:20])[C@H:12]2[C@H:3]1[C:4]1[CH:5]=[CH:6][C:7]([OH:39])=[CH:8][C:9]=1[CH2:10][C@H:11]2[CH2:21][CH2:22][CH2:23][CH2:24][CH2:25][N:26]([CH2:28][CH:29]=[C:30]([F:38])[C:31]([F:36])([F:37])[C:32]([F:33])([F:34])[F:35])[CH3:27] |f:1.2,3.4|. Procedure details: 1.86 g of 11β-fluoro-7α-{5-[(3,4,4,5,5,5-hexafluoro-pent-2-enyl)methylamino]pentyl}-3-hydroxyestra-1,3,5(10)-trien-17-one are dissolved in 15 ml of methanol and cautiously treated with 222 mg of sodium borohydride. After stirring at room temperature for 15 minutes, the mixture is added to saturated sodium chloride solution, extracted with methylene chloride, dried over magnesium sulphate and concentrated in vacuo. After chromatographing the crude product on silica gel using a hexane-ethyl acetat...